This data is from the Open Reaction Database (ORD), a public repository of structured organic reaction records. The task is: describe an organic reaction: reactants, conditions, products, and yield Reactants: [Cl-].[NH4+] (ammonium chloride), ICCCC (1-iodobutane), [H-].[Na+] (sodium hydride), C(C)(=O)N(CCCN=[N+]=[N-])C1=C(C=C(C=C1)C=1OC2=C(C(C1)=O)C(=C(C=C2F)F)N)F (2-[4-[N-acetyl-N-(3-azidopropyl)amino]-3-fluorophenyl]-5-amino-6,8-difluoro-4H-1-benzopyran-4-one). Run in CN(C=O)C (dimethylformamide). Run at time 45 minute. Yields the product C(C)(=O)N(CCCN=[N+]=[N-])C1=C(C=C(C=C1)C=1OC2=C(C(C1)=O)C(=C(C=C2F)F)NCCCC)F (2-[4-[N-acetyl-N-(3-azidopropyl)amino]-3-fluorophenyl]-5-butylamino-6,8-difluoro-4H-1-benzopyran-4-one). The yield is 63.4%. RXN SMILES: [C:1]([N:4]([C:11]1[CH:16]=[CH:15][C:14]([C:17]2[O:18][C:19]3[C:27]([F:28])=[CH:26][C:25]([F:29])=[C:24]([NH2:30])[C:20]=3[C:21](=[O:23])[CH:22]=2)=[CH:13][C:12]=1[F:31])[CH2:5][CH2:6][CH2:7][N:8]=[N+:9]=[N-:10])(=[O:3])[CH3:2].I[CH2:33][CH2:34][CH2:35][CH3:36].[H-].[Na+].[Cl-].[NH4+]>CN(C)C=O>[C:1]([N:4]([C:11]1[CH:16]=[CH:15][C:14]([C:17]2[O:18][C:19]3[C:27]([F:28])=[CH:26][C:25]([F:29])=[C:24]([NH:30][CH2:33][CH2:34][CH2:35][CH3:36])[C:20]=3[C:21](=[O:23])[CH:22]=2)=[CH:13][C:12]=1[F:31])[CH2:5][CH2:6][CH2:7][N:8]=[N+:9]=[N-:10])(=[O:3])[CH3:2] |f:2.3,4.5|. Procedure: 1.01 g (2.35 mmol) of 2-[4-[N-acetyl-N-(3-azidopropyl) amino]-3-fluorophenyl]-5-amino-6,8-difluoro-4H-1-benzopyran-4-one obtained in Example 79 was dissolved in 30 mL of dimethylformamide under argon atmosphere, 1.34 mL (11.8 mmol) of 1-iodobutane and 190 mg (4.75 mmol) of sodium hydride (60% oil dispersion) were added and the mixture was stirred at room temperature for 45 minutes. An aqueous solution of ammonium chloride was added to the reaction solution and the mixture was extracted twice wit... The reactants are C(C)(C)(C)OC(=O)N1C(CCCC1)CCCO (tert-BUTOXYCARBONYL-2(R/S)-(3-HYDROXYPROPYL)PIPERIDINE), C1(=CC=C(C=C1)S(=O)(=O)Cl)C (4-Toluenesulfonyl chloride). Solvent: N1=CC=CC=C1 (pyridine). Run at temperature 0 celsius. Yields the product C(C)(C)(C)OC(=O)N1C(CCCC1)CCCOS(=O)(=O)C1=CC=C(C=C1)C (tert-BUTOXYCARBONYL-2(R/S)-[3-(4-TOLUENESULFONYLOXY)PROPYL]PIPERIDINE). Yield: 77.0%. RXN SMILES: [C:1]([O:5][C:6]([N:8]1[CH2:13][CH2:12][CH2:11][CH2:10][CH:9]1[CH2:14][CH2:15][CH2:16][OH:17])=[O:7])([CH3:4])([CH3:3])[CH3:2].[C:18]1([CH3:28])[CH:23]=[CH:22][C:21]([S:24](Cl)(=[O:26])=[O:25])=[CH:20][CH:19]=1>N1C=CC=CC=1>[C:1]([O:5][C:6]([N:8]1[CH2:13][CH2:12][CH2:11][CH2:10][CH:9]1[CH2:14][CH2:15][CH2:16][O:17][S:24]([C:21]1[CH:22]=[CH:23][C:18]([CH3:28])=[CH:19][CH:20]=1)(=[O:26])=[O:25])=[O:7])([CH3:4])([CH3:3])[CH3:2]. Reported procedure: The title compound from Step B above (2 g, 8.22 mmoles) was dissolved in anhydrous pyridine (10 mL) and the solution was cooled with stirring to 0° C. 4-Toluenesulfonyl chloride (1.88 g, 9.86 mmoles) was added and the mixture was stirred at 0° C. for 2 h. The mixture was evaporated to dryness and the residue was taken up in dichloromethane and washed with saturated aqueous sodium bicarbonate, water, dried (MgSO4), filtered and evaporated to dryness. The product was chromatographed on silica gel ... The reactants are CC1=C(C(C(=O)O)=CC=C1)N (3-methylanthranilic acid), S(O)(O)(=O)=O (sulfuric acid), N(=O)[O-].[Na+] (sodium nitrite). Run in O (Water), O (water). Reaction conditions: temperature 0 celsius. Product: CC1=C(C(C(=O)O)=CC=C1)O (3-methylsalicylic acid). RXN SMILES: [CH3:1][C:2]1[CH:10]=[CH:9][CH:8]=[C:4]([C:5]([OH:7])=[O:6])[C:3]=1N.S(=O)(=O)(O)[OH:13].N([O-])=O.[Na+]>O>[CH3:1][C:2]1[CH:10]=[CH:9][CH:8]=[C:4]([C:5]([OH:7])=[O:6])[C:3]=1[OH:13] |f:2.3|. Reported procedure: 3-methylanthranilic acid (12.5 g) was added slowly with stirring to sulfuric acid (61 ml: 7.5M) cooled to 0° C. A solution of sodium nitrite (5.7 g) in water (19 ml) was added dropwise maintaining the temperature below 5° C. The mixture was stirred for half an hour at room temperature and heated at 79-80° C. for one hour then cooled. Water was added and the mixture allowed to stand over the weekend. The mixture was filtered and the precipitate collected and washed with water. It was dissolved in... Starting materials: C(CCCCCCCCCCCCCCCCC)O (n-octadecanol), C(\C=C\C=C\C)(=O)Cl (sorboyl chloride), (CHCl3)Rf. Run in C1CCOC1 (THF), C1CCOC1 (THF). The product is C(\C=C\C=C\C)(=O)OCCCCCCCCCCCCCCCCCC (n-Octadecyl sorbate). Reaction SMILES: [C:1](Cl)(=[O:7])/[CH:2]=[CH:3]/[CH:4]=[CH:5]/[CH3:6].[CH2:9]([OH:27])[CH2:10][CH2:11][CH2:12][CH2:13][CH2:14][CH2:15][CH2:16][CH2:17][CH2:18][CH2:19][CH2:20][CH2:21][CH2:22][CH2:23][CH2:24][CH2:25][CH3:26]>C1COCC1>[C:1]([O:27][CH2:9][CH2:10][CH2:11][CH2:12][CH2:13][CH2:14][CH2:15][CH2:16][CH2:17][CH2:18][CH2:19][CH2:20][CH2:21][CH2:22][CH2:23][CH2:24][CH2:25][CH3:26])(=[O:7])/[CH:2]=[CH:3]/[CH:4]=[CH:5]/[CH3:6]. Procedure details: A solution of 0.9 g (6.9 mmol) of sorboyl chloride in 6 mL of THF was added slowly with stirring to a mixture of 1.87 g (6.9 mmol) of n-octadecanol in 10 mL of THF at 40° C. The resulting mixture was refluxed for 16 hours. The solvent was evaporated under reduced pressure and the crude product was purified by column chromatography on silica gel using chloroform as eluent. The appropriate fractions were combined and evaporated to dryness in vacuo to give a white solid product: 1.04 g (42%) yield....